Dataset: the Open Reaction Database (ORD), a public repository of structured organic reaction records. Task: describe an organic reaction: reactants, conditions, products, and yield Reactants: BrCC1=NC=CC=C1[N+](=O)[O-] (2-bromomethyl-3-nitropyridine), FC1=CC=C(C=C1)O (4-fluorophenol), C([O-])([O-])=O.[K+].[K+] (potassium carbonate). The solvent is CN(C=O)C (N,N-dimethylformamide), C(C)(=O)OCC (ethyl acetate). Run at time 3 hour. The product is FC1=CC=C(OCC2=NC=CC=C2[N+](=O)[O-])C=C1 (2-(4-fluorophenoxymethyl)-3-nitropyridine). The yield is 62.7%. RXN SMILES: Br[CH2:2][C:3]1[C:8]([N+:9]([O-:11])=[O:10])=[CH:7][CH:6]=[CH:5][N:4]=1.[F:12][C:13]1[CH:18]=[CH:17][C:16]([OH:19])=[CH:15][CH:14]=1.C(=O)([O-])[O-].[K+].[K+]>CN(C)C=O.C(OCC)(=O)C>[F:12][C:13]1[CH:18]=[CH:17][C:16]([O:19][CH2:2][C:3]2[C:8]([N+:9]([O-:11])=[O:10])=[CH:7][CH:6]=[CH:5][N:4]=2)=[CH:15][CH:14]=1 |f:2.3.4|. Procedure details: 2-Bromomethyl-3-nitropyridine (100 mg, 0.456 mmol) prepared in Step 2 was added at room temperature to a solution of 4-fluorophenol (56 mg, 0.502 mmol) and potassium carbonate (189 mg, 1.37 mmol) in N,N-dimethylformamide (3 ml) and then stirred for 3 hours. The reaction mixture was diluted with ethyl acetate (10 ml), washed with a saturated sodium bicarbonate solution, dried on anhydrous magnesium sulfate, and then concentrated under reduced pressure. The resulting residue was purified with sili... Starting materials: CCCCCCCCC1(CCCCCCCC)c2ccccc2-c2ccc(Br)cc21, Cc1ccccc1, [Li]CCCC, CCCCCC, CN(C)C=O. Yields the product CCCCCCCCC1(CCCCCCCC)c2ccccc2-c2ccc(C=O)cc21. As a reaction SMILES: [CH2:1]([CH2:2][CH2:3][CH2:4][CH2:5][CH2:6][CH2:7][CH3:8])[C:9]1([CH2:23][CH2:24][CH2:25][CH2:26][CH2:27][CH2:28][CH2:29][CH3:30])[c:10]2[cH:11][cH:12][cH:13][cH:14][c:15]2-[c:16]2[cH:17][cH:18][c:19]([Br:22])[cH:20][c:21]21.[CH3:31][c:32]1[cH:33][cH:34][cH:35][cH:36][cH:37]1.[CH3:38][CH2:39][CH2:40][CH2:41][Li:42].[CH3:48][CH2:49][CH2:50][CH2:51][CH2:52][CH3:53].[O:43]=[CH:44][N:45]([CH3:46])[CH3:47]>>[CH2:1]([CH2:2][CH2:3][CH2:4][CH2:5][CH2:6][CH2:7][CH3:8])[C:9]1([CH2:23][CH2:24][CH2:25][CH2:26][CH2:27][CH2:28][CH2:29][CH3:30])[c:10]2[cH:11][cH:12][cH:13][cH:14][c:15]2-[c:16]2[cH:17][cH:18][c:19]([CH:44]=[O:43])[cH:20][c:21]21. The reactants are BrC=1C=NC=CC1 (3-bromopyridine), N1CC(C1)C(=O)NC1=CC=C(C=C1)C1CCN(CC1)C(=O)OC(C)(C)C (tert-butyl 4-(4-(azetidine-3-carboxamido)phenyl)piperidine-1-carboxylate), N1CC(C1)C(=O)NC1=CC=C(OC2CCN(CC2)C(=O)OC(C)(C)C)C=C1 (tert-butyl 4-(4-(azetidine-3-carboxamido)phenoxy)piperidine-1-carboxylate). The product is CC1=CC=C(N=N1)N1CC(C1)C(=O)NC1=CC=C(C=C1)C1CCN(CC1)C(=O)OC(C)(C)C (tert-butyl 4-(4-(1-(6-methylpyridazin-3-yl)azetidine-3-carboxamido)phenyl)piperidine-1-carboxylate). RXN SMILES: Br[C:2]1[CH:3]=[N:4][CH:5]=[CH:6][CH:7]=1.[NH:8]1[CH2:11][CH:10]([C:12]([NH:14][C:15]2[CH:20]=[CH:19][C:18]([CH:21]3[CH2:26][CH2:25][N:24]([C:27]([O:29][C:30]([CH3:33])([CH3:32])[CH3:31])=[O:28])[CH2:23][CH2:22]3)=[CH:17][CH:16]=2)=[O:13])[CH2:9]1.[NH:34]1CC(C(NC2C=CC(OC3CCN(C(OC(C)(C)C)=O)CC3)=CC=2)=O)C1>>[CH3:3][C:2]1[N:34]=[N:4][C:5]([N:8]2[CH2:11][CH:10]([C:12]([NH:14][C:15]3[CH:20]=[CH:19][C:18]([CH:21]4[CH2:22][CH2:23][N:24]([C:27]([O:29][C:30]([CH3:33])([CH3:32])[CH3:31])=[O:28])[CH2:25][CH2:26]4)=[CH:17][CH:16]=3)=[O:13])[CH2:9]2)=[CH:6][CH:7]=1. Procedure details: The title compound was prepared as described in Example 1C, substituting 3-bromo-6-methylpyridazine for 3-bromopyridine and tert-butyl 4-(4-(azetidine-3-carboxamido)phenyl)piperidine-1-carboxylate for tert-butyl 4-(4-(azetidine-3-carboxamido)phenoxy)piperidine-1-carboxylate. Reactants: C(=O)(C(F)(F)F)O (TFA), S1C(=CC=C1)C1=CC=C(S1)C=O (5-(thiophen-2-yl)thiophene-2-carbaldehyde), NC=1SC(=C(C1C(=O)OCC)C(=O)OCC)N (diethyl 2,5-diaminothiophene-3,4-dicarboxylate). Solvent: C(C)(C)O (isopropanol). Product: C(C)OC(=O)C1=C(SC(=C1C(=O)OCC)N=CC=1SC=CC1)N=CC=1SC=CC1 (2,5-bis-[(thiophen-2-ylmethylene)-amino]-thiophene-3,4-dicarboxylic acid diethyl ester). Yield: 74.0%. RXN SMILES: S1C=CC=C1[C:6]1[S:10][C:9]([CH:11]=O)=[CH:8][CH:7]=1.[NH2:13][C:14]1[S:15][C:16]([NH2:29])=[C:17]([C:24]([O:26][CH2:27][CH3:28])=[O:25])[C:18]=1[C:19]([O:21][CH2:22][CH3:23])=[O:20].[C:30](O)([C:32](F)(F)F)=O>C(O)(C)C>[CH2:22]([O:21][C:19]([C:18]1[C:17]([C:24]([O:26][CH2:27][CH3:28])=[O:25])=[C:16]([N:29]=[CH:8][C:9]2[S:10][CH:6]=[CH:30][CH:32]=2)[S:15][C:14]=1[N:13]=[CH:11][C:9]1[S:10][CH:6]=[CH:7][CH:8]=1)=[O:20])[CH3:23]. Reported procedure: This compound can be synthesized either step-wise or one-pot. Step-wise formation was achieved by adding 5-(thiophen-2-yl)thiophene-2-carbaldehyde (30 mg, 0.15 mmol) to diethyl 2,5-diaminothiophene-3,4-dicarboxylate (48 mg, 0.19 mmol) followed by refluxing in isopropanol for 12 hours with a catalytic amount of TFA. The intermediate product was isolated as a yellow powder 3 (50 mg, 1.1 mmol 74%) after purification by flash chromatography. To the resulting product was added 2-thiophene carboxaldeh... The reactants are C(C)(=O)SC1=C(N2C(CC2SS1)=O)C(=O)OCOC(C(C)(C)C)=O (pivaloyloxymethyl 3-acetylthio-8-oxo-4,5-dithia-1-azabicyclo[4,2,0]oct-2-ene-2-carboxylate), C1(=CC=CC=C1)P(C1=CC=CC=C1)C1=CC=CC=C1 (triphenylphosphine). Solvent: [2H]C(Cl)(Cl)Cl (deuterochloroform). Yields the product C(C)(=O)SC1=C(N2C(CC2S1)=O)C(=O)OCOC(C(C)(C)C)=O (Pivaloyloxymethyl 3-acetylthio-7-oxo-4-thia-1-azabicyclo[3,2,0]hept-2-ene-2-carboxylate). RXN SMILES: [C:1]([S:4][C:5]1[S:12]S[CH:10]2[N:7]([C:8](=[O:13])[CH2:9]2)[C:6]=1[C:14]([O:16][CH2:17][O:18][C:19](=[O:24])[C:20]([CH3:23])([CH3:22])[CH3:21])=[O:15])(=[O:3])[CH3:2].C1(P(C2C=CC=CC=2)C2C=CC=CC=2)C=CC=CC=1>[2H]C(Cl)(Cl)Cl>[C:1]([S:4][C:5]1[S:12][CH:10]2[N:7]([C:8](=[O:13])[CH2:9]2)[C:6]=1[C:14]([O:16][CH2:17][O:18][C:19](=[O:24])[C:20]([CH3:23])([CH3:22])[CH3:21])=[O:15])(=[O:3])[CH3:2]. Procedure details: To a solution of 22 mg of pivaloyloxymethyl 3-acetylthio-8-oxo-4,5-dithia-1-azabicyclo[4,2,0]oct-2-ene-2-carboxylate in deuterochloroform were added 14.7 mg of triphenylphosphine. TLC analysis indicated complete conversion of the starting material and the product was shown by IR and NMR analysis to be the title compound. This product was isolated by chromatography on silica gel using ethyl acetate/hexane mixtures as solvent. The yield of product was 13 mg (65%).